From a dataset of the Open Reaction Database (ORD), a public repository of structured organic reaction records. describe an organic reaction: reactants, conditions, products, and yield The reactants are ClC=1SC(=C(N1)CON=C(C1=CC=CC=C1)C1=NN=NN1C)Cl (N-[(2,5-dichloro-1,3-thiazol-4-yl)methoxy]-1-(1-methyl-1H-tetrazol-5-yl)-1-phenylmethanimine), N#N (N2), C(C)N(C(C)C)C(C)C (N-ethyldiisopropylamine), C1(CC1)C#C (Cyclopropylacetylene). Reagents/catalysts: C=1C=CC(=CC1)[P](C=2C=CC=CC2)(C=3C=CC=CC3)[Pd]([P](C=4C=CC=CC4)(C=5C=CC=CC5)C=6C=CC=CC6)([P](C=7C=CC=CC7)(C=8C=CC=CC8)C=9C=CC=CC9)[P](C=1C=CC=CC1)(C=1C=CC=CC1)C=1C=CC=CC1 (Tetrakis(triphenylphosphine)palladium), [Cu](I)I (Copper Iodide). Run in C1CCOC1 (THF), CCOC(=O)C (EtOAc). Reaction conditions: time 180 second. Product: ClC1=C(N=C(S1)C#CC1CC1)CON=C(C1=CC=CC=C1)C1=NN=NN1C (N-{[5-chloro-2-(cyclopropylethynyl)-1,3-thiazol-4-yl]methoxy}-1-(1-methyl-1H-tetrazol-5-yl)-1-phenylmethanimine). Isolated yield 84.6%. Reaction SMILES: Cl[C:2]1[S:3][C:4]([Cl:23])=[C:5]([CH2:7][O:8][N:9]=[C:10]([C:17]2[N:21]([CH3:22])[N:20]=[N:19][N:18]=2)[C:11]2[CH:16]=[CH:15][CH:14]=[CH:13][CH:12]=2)[N:6]=1.N#N.[CH:26]1([C:29]#[CH:30])[CH2:28][CH2:27]1.C(N(C(C)C)C(C)C)C>C1COCC1.CCOC(C)=O.[Cu](I)I.C1C=CC([P]([Pd]([P](C2C=CC=CC=2)(C2C=CC=CC=2)C2C=CC=CC=2)([P](C2C=CC=CC=2)(C2C=CC=CC=2)C2C=CC=CC=2)[P](C2C=CC=CC=2)(C2C=CC=CC=2)C2C=CC=CC=2)(C2C=CC=CC=2)C2C=CC=CC=2)=CC=1>[Cl:23][C:4]1[S:3][C:2]([C:30]#[C:29][CH:26]2[CH2:28][CH2:27]2)=[N:6][C:5]=1[CH2:7][O:8][N:9]=[C:10]([C:17]1[N:21]([CH3:22])[N:20]=[N:19][N:18]=1)[C:11]1[CH:16]=[CH:15][CH:14]=[CH:13][CH:12]=1 |^1:57,59,78,97|. Procedure: To a stirred solution of N-[(2,5-dichloro-1,3-thiazol-4-yl)methoxy]-1-(1-methyl-1H-tetrazol-5-yl)-1-phenylmethanimine (0.15 g, 0.406 mmol, 1 eq.) in 3 ml dry THF “degassed” with N2, was added Cyclopropylacetylene (0.029 g, 0.447 mmol, 1.1 eq.) followed by N-ethyldiisopropylamine (0.209 g, 1.62 mmol, 4 eq.), Copper Iodide (0.015 g, 0.081 mmol, 0.2 eq.) and Tetrakis(triphenylphosphine)palladium (0.046 g, 0.041 mmol, 0.1 eq.). The reaction was microwaved 120° C./normal/fixed hold/pre stir 100 s for... Starting materials: ClC1=NC=C(C(=O)C2=CC=C(CN3C=NC=4N(C(N(C(C34)=O)C)=O)C)C=C2)C=C1 (7-[4-(6-chloronicotinoyl)benzyl]-1,3-dimethylxanthine), N1(CCCCC1)C1CCNCC1 (4-piperidinopiperidine). The solvent is N1=CC=CC=C1 (pyridine), O (water). The product is CN1C(=O)N(C=2N=CN(C2C1=O)CC1=CC=C(C=C1)C(C1=CN=C(C=C1)N1CCC(CC1)N1CCCCC1)=O)C (1,3-Dimethyl-7-[4-[6-(4-piperidinopiperidino)-nicotinoyl]benzyl]xanthine). Yield: 41.7%. As a reaction SMILES: Cl[C:2]1[CH:29]=[CH:28][C:5]([C:6]([C:8]2[CH:27]=[CH:26][C:11]([CH2:12][N:13]3[C:21]4[C:20](=[O:22])[N:19]([CH3:23])[C:18](=[O:24])[N:17]([CH3:25])[C:16]=4[N:15]=[CH:14]3)=[CH:10][CH:9]=2)=[O:7])=[CH:4][N:3]=1.[N:30]1([CH:36]2[CH2:41][CH2:40][NH:39][CH2:38][CH2:37]2)[CH2:35][CH2:34][CH2:33][CH2:32][CH2:31]1>N1C=CC=CC=1.O>[CH3:23][N:19]1[C:20](=[O:22])[C:21]2[N:13]([CH2:12][C:11]3[CH:26]=[CH:27][C:8]([C:6](=[O:7])[C:5]4[CH:28]=[CH:29][C:2]([N:39]5[CH2:40][CH2:41][CH:36]([N:30]6[CH2:35][CH2:34][CH2:33][CH2:32][CH2:31]6)[CH2:37][CH2:38]5)=[N:3][CH:4]=4)=[CH:9][CH:10]=3)[CH:14]=[N:15][C:16]=2[N:17]([CH3:25])[C:18]1=[O:24]. Reported procedure: A solution of 7-[4-(6-chloronicotinoyl)benzyl]-1,3-dimethylxanthine (196 mg) and 4-piperidinopiperidine (102 mg) in pyridine (10 ml) was stirred at 60° C. for 5 hours. This reaction mixture was poured in water and extracted with ethyl acetate. The extract was washed with water, dried and concentrated. The residue was purified by silica gel column chromatography (ethyl acetate: acetone: triethylamine 1:1:0.1) to provide the title compound (108 mg).